The task is: describe an organic reaction: reactants, conditions, products, and yield. This data is from the Open Reaction Database (ORD), a public repository of structured organic reaction records. Reactants: COC(=O)c1cc(Cl)ccc1NC(=O)COCC(=O)O, NC(c1ccccc1)c1ccccc1. Yields the product COC(=O)c1cc(Cl)ccc1NC(=O)COCC(=O)NC(c1ccccc1)c1ccccc1. Reaction SMILES: [Cl:1][c:2]1[cH:3][c:4]([C:17](=[O:18])[O:19][CH3:20])[c:5]([NH:8][C:9]([CH2:10][O:11][CH2:12][C:13](=[O:14])[OH:15])=[O:16])[cH:6][cH:7]1.[c:21]1([CH:27]([c:28]2[cH:29][cH:30][cH:31][cH:32][cH:33]2)[NH2:34])[cH:22][cH:23][cH:24][cH:25][cH:26]1>>[Cl:1][c:2]1[cH:3][c:4]([C:17](=[O:18])[O:19][CH3:20])[c:5]([NH:8][C:9]([CH2:10][O:11][CH2:12][C:13](=[O:15])[NH:34][CH:27]([c:21]2[cH:22][cH:23][cH:24][cH:25][cH:26]2)[c:28]2[cH:29][cH:30][cH:31][cH:32][cH:33]2)=[O:16])[cH:6][cH:7]1. The reactants are S(=O)(=O)(C(F)(F)F)OS(=O)(=O)C(F)(F)F (Triflic anhydride), C(C)N1CC2=C(C=C(C=C2CC1)O)OC (2-ethyl-8-methoxy-1,2,3,4-tetrahydroisoquinolin-6-ol), N1=CC=CC=C1 (pyridine). Run in C(Cl)Cl (DCM), C(Cl)Cl (DCM). Run at time 2 hour. Yields the product C(C)N1CC2=C(C=C(C=C2CC1)OS(=O)(=O)C(F)(F)F)OC (Trifluoromethanesulfonic acid 2-ethyl-8-methoxy-1,2,3,4-tetrahydroisoquinolin-6-yl ester). The yield is 62.8%. RXN SMILES: [S:1]([O:8]S(C(F)(F)F)(=O)=O)([C:4]([F:7])([F:6])[F:5])(=[O:3])=[O:2].[CH2:16]([N:18]1[CH2:27][CH2:26][C:25]2[C:20](=[C:21]([O:29][CH3:30])[CH:22]=[C:23](O)[CH:24]=2)[CH2:19]1)[CH3:17].N1C=CC=CC=1>C(Cl)Cl>[CH2:16]([N:18]1[CH2:27][CH2:26][C:25]2[C:20](=[C:21]([O:29][CH3:30])[CH:22]=[C:23]([O:8][S:1]([C:4]([F:7])([F:6])[F:5])(=[O:3])=[O:2])[CH:24]=2)[CH2:19]1)[CH3:17]. Procedure: Triflic anhydride (0.54 mL, 3.2 mmol) was added dropwise over 15 minutes to a suspension of 2-ethyl-8-methoxy-1,2,3,4-tetrahydroisoquinolin-6-ol (328 mg, 1.6 mmol) in pyridine (0.52 mL, 6.4 mmol) and DCM (15 mL). The reaction mixture was allowed to warm to ambient temperature and stirred for 2 h. The mixture was diluted with DCM (60 mL), washed with water (100 mL), dried over sodium sulfate, filtered and evaporated in vacuo. The resultant solid was purified by flash chromatography (silica, 12 g ... Reactants: C1CCOC1, C[Si](C)(C)C#N, [Cl-], O, NS(=O)(=O)c1ccc(N=Cc2ccc(-c3ccco3)cc2)cc1. Product: N#CC(Nc1ccc(S(N)(=O)=O)cc1)c1ccc(-c2ccco2)cc1. RXN SMILES: [CH2:32]1[O:33][CH2:34][CH2:35][CH2:36]1.[CH3:24][Si:25]([CH3:26])([CH3:27])[C:28]#[N:29].[Cl-:30].[OH2:31].[S:1]([NH2:2])(=[O:3])(=[O:4])[c:5]1[cH:6][cH:7][c:8]([N:9]=[CH:10][c:11]2[cH:12][cH:13][c:14](-[c:17]3[o:18][cH:19][cH:20][cH:21]3)[cH:15][cH:16]2)[cH:22][cH:23]1>>[S:1]([NH2:2])(=[O:3])(=[O:4])[c:5]1[cH:6][cH:7][c:8]([NH:9][CH:10]([c:11]2[cH:12][cH:13][c:14](-[c:17]3[o:18][cH:19][cH:20][cH:21]3)[cH:15][cH:16]2)[C:28]#[N:29])[cH:22][cH:23]1. Starting materials: C(C)(C)(C)OC(NC(C1(CCC1)O)C1=CC(=C(C=C1)F)F)=O ([(3,4-difluorophenyl)-(1-hydroxy-cyclobutyl)-methyl]-carbamic acid-tert-butyl ester), [H-].[Na+] (NaH), O (water). The solvent is C1CCOC1 (THF). Conditions: temperature 35 celsius, time 3 hour. The product is FC=1C=C(C=CC1F)C1NC(OC12CCC2)=O (8-(3,4-difluorophenyl)-5-oxa-7-aza-spiro[3.4]octan-6-one). The yield is 35.0%. Reaction SMILES: C([O:5][C:6](=[O:22])[NH:7][CH:8]([C:14]1[CH:19]=[CH:18][C:17]([F:20])=[C:16]([F:21])[CH:15]=1)[C:9]1(O)[CH2:12][CH2:11][CH2:10]1)(C)(C)C.[H-].[Na+].O>C1COCC1>[F:21][C:16]1[CH:15]=[C:14]([CH:8]2[C:9]3([CH2:10][CH2:11][CH2:12]3)[O:22][C:6](=[O:5])[NH:7]2)[CH:19]=[CH:18][C:17]=1[F:20] |f:1.2|. Reported procedure: To a well stirred solution of [(3,4-difluorophenyl)-(1-hydroxy-cyclobutyl)-methyl]-carbamic acid-tert-butyl ester (1.0 g, 3.2 mmol) in THF (20 mL) was added 95% NaH (0.2 g, 8.3 mmol) at room temperature. The resulting suspension was stirred for 3 h at about 35° C. (warm water bath) and then quenched carefully with ice. The biphasic mixture was extracted with 100 mL of EtOAc, washed with brine, dried over Na2SO4, filtered and the solvent was removed in vacuo to yield 8-(3,4-difluorophenyl)-5-oxa-... The reactants are C([O-])([O-])=O.[K+].[K+] (potassium carbonate), O (water), FC=1C=C(C=CC1C)N1C2=C(N=C(C1=O)C(=O)OCC)C=CC=N2 (ethyl 4-(3-fluoro-4-methylphenyl)-3-oxo-3,4-dihydropyrido[2,3-b]pyrazine-2-carboxylate). The solvent is O1CCOCC1 (1,4-dioxan). Reaction conditions: temperature 60 celsius, time 1 hour. Product: FC=1C=C(C=CC1C)N1C2=C(N=C(C1=O)C(=O)O)C=CC=N2 (4-(3-fluoro-4-methylphenyl)-3-oxo-3,4-dihydropyrido[2,3-b]pyrazine-2-carboxylic acid). Yield: 76.4%. Reaction SMILES: [F:1][C:2]1[CH:3]=[C:4]([N:9]2[C:14](=[O:15])[C:13]([C:16]([O:18]CC)=[O:17])=[N:12][C:11]3[CH:21]=[CH:22][CH:23]=[N:24][C:10]2=3)[CH:5]=[CH:6][C:7]=1[CH3:8].C(=O)([O-])[O-].[K+].[K+].O>O1CCOCC1>[F:1][C:2]1[CH:3]=[C:4]([N:9]2[C:14](=[O:15])[C:13]([C:16]([OH:18])=[O:17])=[N:12][C:11]3[CH:21]=[CH:22][CH:23]=[N:24][C:10]2=3)[CH:5]=[CH:6][C:7]=1[CH3:8] |f:1.2.3|. Procedure details: 45 g (0.14 mol) of ethyl 4-(3-fluoro-4-methylphenyl)-3-oxo-3,4-dihydropyrido[2,3-b]pyrazine-2-carboxylate was dissolved in 1,4-dioxan (300 ml), and a solution of 39 g (0.28 mol) of potassium carbonate and water (300 ml) was added thereto. The solution was stirred for 1 hour at 60° C. The reaction solution was cooled to room temperature, and the solvent was distilled off under reduced pressure. Water was added to the residue thus obtained and was washed with chloroform. Then, the aqueous layer wa... Reactants: COC1=CC=C(C=C1)C1(N2C(COC1)=CN=C2)C (5-(4-methoxyphenyl)-5-methyl-5,6-dihydro-8H-imidazo[5,1-c][1,4]-oxazine), C[Si](C)(C)I (trimethylsilyl iodide), CO (methanol). Run in C(C)#N (acetonitrile). Run at time 30 minute. The product is CC1(N2C(COC1)=CN=C2)C2=CC=C(C=C2)O (4-(5-Methyl-5,6-dihydro-8H-imidazo[5,1-c][1,4]oxazin-5-yl)phenol). As a reaction SMILES: C[O:2][C:3]1[CH:8]=[CH:7][C:6]([C:9]2([CH3:18])[CH2:14][O:13][CH2:12][C:11]3=[CH:15][N:16]=[CH:17][N:10]23)=[CH:5][CH:4]=1.C[Si](I)(C)C.CO>C(#N)C>[CH3:18][C:9]1([C:6]2[CH:7]=[CH:8][C:3]([OH:2])=[CH:4][CH:5]=2)[CH2:14][O:13][CH2:12][C:11]2=[CH:15][N:16]=[CH:17][N:10]12. Procedure: A mixture of 3.6 mmol of 5-(4-methoxyphenyl)-5-methyl-5,6-dihydro-8H-imidazo[5,1-c][1,4]-oxazine and 10 ml of trimethylsilyl iodide in 40 ml of acetonitrile is heated to reflux for 24 hours. 10 ml of methanol are cautiously added and heating to reflux is continued for 30 minutes. The reaction mixture is evaporated. The title compound is identified from the residue on the basis of the Rf by flash chromatography (SiO2 60 F). Starting materials: C[Al](C)C (trimethylaluminium), ClC=1C=C(N)C=CC1F (3-chloro-4-fluoroaniline), [C@@H]([C@H](C(=O)[O-])O)(C(=O)[O-])O.[Na+].[K+] (Rochelle Salt), C(C)OC(=O)C=1N=C(N(C1C(O)C1=CC=C(C=C1)Cl)C1CCC1)Br (2-bromo-5[(4-chloro-phenyl)-hydroxyl-methyl]-1-cyclobutyl-1H-imidazole-4-carboxylic acid ethyl ester). Solvent: C1(=CC=CC=C1)C (toluene), O (water), C1(=CC=CC=C1)C (toluene). Conditions: time 3 hour. Product: ClC=1C=C(C=CC1F)NC(=O)C=1N=C(N(C1C(O)C1=CC=C(C=C1)Cl)C1CCC1)Br (2-Bromo-5-[(4-chloro-phenyl)-hydroxy-methyl]-1-cyclobutyl-1H-imidazole-4-carboxylic acid (3-chloro-4-fluoro-phenyl)-amide). RXN SMILES: C[Al](C)C.[Cl:5][C:6]1[CH:7]=[C:8]([CH:10]=[CH:11][C:12]=1[F:13])[NH2:9].C([O:16][C:17]([C:19]1[N:20]=[C:21]([Br:37])[N:22]([CH:33]2[CH2:36][CH2:35][CH2:34]2)[C:23]=1[CH:24]([C:26]1[CH:31]=[CH:30][C:29]([Cl:32])=[CH:28][CH:27]=1)[OH:25])=O)C.[C@H](O)(C([O-])=O)[C@@H](O)C([O-])=O.[Na+].[K+]>C1(C)C=CC=CC=1.O>[Cl:5][C:6]1[CH:7]=[C:8]([NH:9][C:17]([C:19]2[N:20]=[C:21]([Br:37])[N:22]([CH:33]3[CH2:34][CH2:35][CH2:36]3)[C:23]=2[CH:24]([C:26]2[CH:27]=[CH:28][C:29]([Cl:32])=[CH:30][CH:31]=2)[OH:25])=[O:16])[CH:10]=[CH:11][C:12]=1[F:13] |f:3.4.5|. Procedure: To the stirred solution of trimethylaluminium (2M in toluene) (0.87 ml, 1.74 mmol) was added drop wise the solution of 3-chloro-4-fluoroaniline (0.267 g, 1.80 mmol) and toluene (2.0 ml) at 0° C. and then the temperature was raised to rt. The mixture was concentrated. 2-bromo-5[(4-chloro-phenyl)-hydroxyl-methyl]-1-cyclobutyl-1H-imidazole-4-carboxylic acid ethyl ester (step AK2; 0.502 g, 1.20 mol) in toluene (6.0 ml) was added and the mixture was stirred for 3 h at 80° C., then cooled to rt. The r... Reactants: C(CCC)(=O)C1=CC2=C(OC3=C(NC2=O)C=CC=C3)S1 (2-Butyrylthieno[2,3-b][1,5]benzoxazepin-4(5H)-one), C(C)[SiH](CC)CC (triethylsilane). The solvent is FC(C(=O)O)(F)F (trifluoroacetic acid). Conditions: time 72 hour. The product is C(CCC)C1=CC2=C(OC3=C(NC2=O)C=CC=C3)S1 (2-butylthieno[2,3-b][1,5]benzoxazepin-4(5H)-one). Yield: 57.3%. Reaction SMILES: [C:1]([C:6]1[S:20][C:9]2[O:10][C:11]3[CH:19]=[CH:18][CH:17]=[CH:16][C:12]=3[NH:13][C:14](=[O:15])[C:8]=2[CH:7]=1)(=O)[CH2:2][CH2:3][CH3:4].C([SiH](CC)CC)C>FC(F)(F)C(O)=O>[CH2:1]([C:6]1[S:20][C:9]2[O:10][C:11]3[CH:19]=[CH:18][CH:17]=[CH:16][C:12]=3[NH:13][C:14](=[O:15])[C:8]=2[CH:7]=1)[CH2:2][CH2:3][CH3:4]. Reported procedure: 2-Butyrylthieno[2,3-b][1,5]benzoxazepin-4(5H)-one (1.1 g) was dissolved in trifluoroacetic acid (20 ml) and triethylsilane (1.3 g) was added. The mixture was stirred at room temperature for 72 hours. The solvent was evaporated under reduced pressure and the residue was dissolved in chloroform. The mixture was washed with water and saturated aqueous sodium hydrogencarbonate solution and dried over sodium sulfate. The solvent was evaporated under reduced pressure. To the residue were added chlorof...